From a dataset of the Open Reaction Database (ORD), a public repository of structured organic reaction records. describe an organic reaction: reactants, conditions, products, and yield Reactants: [N+](=O)([O-])C=1C=C(C(=O)Cl)C=CC1 (m-Nitrobenzoyl chloride), Cl (hydrochloric acid), Cl (hydrochloric acid), C(CC)NC1=NN(C(C1)=O)C1=C(C=C(C=C1Cl)Cl)Cl (4,5-Dihydro-3-propylamino-5-oxo-1-(2,4,6-trichloro-phenyl)-1H-pyrazole), [N+](=O)([O-])C=1C=C(C(=O)Cl)C=CC1 (m-nitrobenzoyl chloride), [OH-].[Na+] (sodium hydroxide). Run in O1CCCC1 (tetrahydrofuran), O1CCCC1 (tetrahydrofuran), N1=CC=CC=C1 (pyridine), O (water). Reaction conditions: time 19 hour. The product is O=C1CC(=NN1C1=C(C=C(C=C1Cl)Cl)Cl)N(C(C1=CC(=CC=C1)[N+](=O)[O-])=O)CCC (N-[4,5-Dihydro-5-oxo-1-(2,4,6-trichlorophenyl)-1H-pyrazol-3-yl]-N-propyl-3-nitrobenzamide). As a reaction SMILES: [CH2:1]([NH:4][C:5]1[CH2:9][C:8](=[O:10])[N:7]([C:11]2[C:16]([Cl:17])=[CH:15][C:14]([Cl:18])=[CH:13][C:12]=2[Cl:19])[N:6]=1)[CH2:2][CH3:3].[N+:20]([C:23]1[CH:24]=[C:25]([CH:29]=[CH:30][CH:31]=1)[C:26](Cl)=[O:27])([O-:22])=[O:21].Cl.[OH-].[Na+]>O1CCCC1.N1C=CC=CC=1.O>[O:10]=[C:8]1[N:7]([C:11]2[C:16]([Cl:17])=[CH:15][C:14]([Cl:18])=[CH:13][C:12]=2[Cl:19])[N:6]=[C:5]([N:4]([CH2:1][CH2:2][CH3:3])[C:26](=[O:27])[C:25]2[CH:29]=[CH:30][CH:31]=[C:23]([N+:20]([O-:22])=[O:21])[CH:24]=2)[CH2:9]1 |f:3.4|. Reported procedure: 4,5-Dihydro-3-propylamino-5-oxo-1-(2,4,6-trichloro-phenyl)-1H-pyrazole (21.9 g, 68.3 mmol) was dissolved in a mixture of tetrahydrofuran (170 ml) and pyridine (34 ml) and the solution was cooled in an ice-bath. m-Nitrobenzoyl chloride (25.35 g, 136.7 mmol) was dissolved in tetrahydrofuran (40 ml) and the solution was added dropwise to the stirred, cooled mixture. Stirring was continued at room temperature for 19 hrs. A further quantity of m-nitrobenzoyl chloride (10%) was added and the mixture w... Starting materials: COC(C(C)(C)N1C=NC(=C1)NC(C(CCC)NC(=O)OC(C)(C)C)=O)=O (2-[4-(2-tert-Butoxycarbonylamino-pentanoylamino)-imidazol-1-yl]-2-methyl-propionic acid methyl ester), [H-].[Al+3].[Li+].[H-].[H-].[H-] (lithium aluminum hydride). The solvent is C(C)OCC (diethyl ether), C(C)OCC (diethylether). Reaction conditions: temperature 0 celsius, time 15 minute. Product: C(C)(C)(C)OC(NC(CCC)C(NC=1N=CN(C1)C(CO)(C)C)=O)=O ({1-[1-(2-Hydroxy-1,1-dimethyl-ethyl)-1H-imidazol-4-ylcarbamoyl]-butyl}-carbamic acid tert-butyl ester). Yield: 64.9%. Reaction SMILES: C[O:2][C:3](=O)[C:4]([N:7]1[CH:11]=[C:10]([NH:12][C:13](=[O:26])[CH:14]([NH:18][C:19]([O:21][C:22]([CH3:25])([CH3:24])[CH3:23])=[O:20])[CH2:15][CH2:16][CH3:17])[N:9]=[CH:8]1)([CH3:6])[CH3:5].[H-].[Al+3].[Li+].[H-].[H-].[H-]>C(OCC)C>[C:22]([O:21][C:19](=[O:20])[NH:18][CH:14]([C:13](=[O:26])[NH:12][C:10]1[N:9]=[CH:8][N:7]([C:4]([CH3:6])([CH3:5])[CH2:3][OH:2])[CH:11]=1)[CH2:15][CH2:16][CH3:17])([CH3:23])([CH3:24])[CH3:25] |f:1.2.3.4.5.6|. Reported procedure: To a solution of 2-[4-(2-tert-Butoxycarbonylamino-pentanoylamino)-imidazol-1-yl]-2-methyl-propionic acid methyl ester (9.6 g, 25.2 mmol) in 100 mL of diethyl ether at 0° C. is added 1.0 M lithium aluminum hydride (37.9 mL, 37.9 mmol) in diethylether dropwise over 1 h. The reaction is stirred at 0° C. for 15 min and warmed to rt for 1 h. The reaction is slowly quenched with 200 mL of water and ethyl acetate (200 mL). The reaction is filtered and the aqueous is extracted with ethylacetate, dried, ... Reactants: CCOC(=O)Cc1c(CC)n[nH]c1CC, [H-], CCI, [Na+], C1CCOC1. Yields the product CCOC(=O)Cc1c(CC)nn(CC)c1CC. RXN SMILES: [CH2:3]([CH3:4])[O:5][C:6]([CH2:7][c:8]1[c:9]([CH2:15][CH3:16])[n:10][nH:11][c:12]1[CH2:13][CH3:14])=[O:17].[H-:1].[I:18][CH2:19][CH3:20].[Na+:2].[O:21]1[CH2:22][CH2:23][CH2:24][CH2:25]1>>[CH2:3]([CH3:4])[O:5][C:6]([CH2:7][c:8]1[c:9]([CH2:15][CH3:16])[n:10][n:11]([CH2:19][CH3:20])[c:12]1[CH2:13][CH3:14])=[O:17]. The reactants are COc1ccc2c(c1)C(O)CC1C2CCC2(C)C(O[Si](C)(C)C(C)(C)C)CCC12, ClCCl. Product: COc1ccc2c(c1)C(=O)CC1C2CCC2(C)C(O[Si](C)(C)C(C)(C)C)CCC12. As a reaction SMILES: [C:1]([CH3:2])([CH3:3])([CH3:4])[Si:5]([O:6][CH:7]1[C:8]2([CH3:9])[CH:10]([CH2:11][CH2:12]1)[CH:13]1[CH2:14][CH:15]([OH:27])[c:16]3[cH:17][c:18]([O:25][CH3:26])[cH:19][cH:20][c:21]3[CH:22]1[CH2:23][CH2:24]2)([CH3:28])[CH3:29].[Cl:30][CH2:31][Cl:32]>>[C:1]([CH3:2])([CH3:3])([CH3:4])[Si:5]([O:6][CH:7]1[C:8]2([CH3:9])[CH:10]([CH2:11][CH2:12]1)[CH:13]1[CH2:14][C:15](=[O:27])[c:16]3[cH:17][c:18]([O:25][CH3:26])[cH:19][cH:20][c:21]3[CH:22]1[CH2:23][CH2:24]2)([CH3:28])[CH3:29]. Reactants: O=C([O-])[O-], BrCc1ccccc1, [Cs+], [Cs+], CN(C)C=O, CC(C)(C)c1ccc(NC(=O)c2c[nH]c3ccccc3c2=O)cc1O. Yields the product CC(C)(C)c1ccc(NC(=O)c2cnc3ccccc3c2OCc2ccccc2)cc1O. As a reaction SMILES: [C:26](=[O:27])([O-:28])[O-:29].[CH2:32]([c:33]1[cH:34][cH:35][cH:36][cH:37][cH:38]1)[Br:39].[Cs+:30].[Cs+:31].[O:40]=[CH:41][N:42]([CH3:43])[CH3:44].[OH:1][c:2]1[cH:3][c:4]([NH:12][C:13](=[O:14])[c:15]2[cH:16][nH:17][c:18]3[cH:19][cH:20][cH:21][cH:22][c:23]3[c:24]2=[O:25])[cH:5][cH:6][c:7]1[C:8]([CH3:9])([CH3:10])[CH3:11]>>[OH:1][c:2]1[cH:3][c:4]([NH:12][C:13](=[O:14])[c:15]2[cH:16][n:17][c:18]3[cH:19][cH:20][cH:21][cH:22][c:23]3[c:24]2[O:25][CH2:32][c:33]2[cH:34][cH:35][cH:36][cH:37][cH:38]2)[cH:5][cH:6][c:7]1[C:8]([CH3:9])([CH3:10])[CH3:11].